From a dataset of the Open Reaction Database (ORD), a public repository of structured organic reaction records. describe an organic reaction: reactants, conditions, products, and yield Product: NC1=NC=2CC(CC(C2C(=N1)C)=O)C=1OC=CC1 (2-Amino-7-furan-2-yl-4-methyl-7,8-dihydro-6H-quinazolin-5-one). Starting materials: C(C)(=O)C1C(CC(CC1=O)C=1OC=CC1)=O (2-acetyl-5-furan-2-yl-cyclohexane-1,3-dione), NC1=NC=2CC(CC(C2C(=N1)C)=O)C1=CC=C(C=C1)F (2-amino-7-(4-fluoro-phenyl)-4-methyl-7,8-dihydro-6H-quinazolin-5-one). Procedure: The title compound was prepared from 2-acetyl-5-furan-2-yl-cyclohexane-1,3-dione (321 mg, 1.46 mmol), from stage 1, following the procedure describing the synthesis of 2-amino-7-(4-fluoro-phenyl)-4-methyl-7,8-dihydro-6H-quinazolin-5-one (example 3/a stage 2/3). As a reaction SMILES: [C:1]([CH:4]1[C:9](=[O:10])[CH2:8][CH:7]([C:11]2[O:12][CH:13]=[CH:14][CH:15]=2)[CH2:6][C:5]1=O)(=O)[CH3:2].[NH2:17][C:18]1[N:27]=C(C)C2C(=O)CC(C3C=CC(F)=CC=3)CC=2[N:19]=1>>[NH2:27][C:18]1[N:19]=[C:1]([CH3:2])[C:4]2[C:9](=[O:10])[CH2:8][CH:7]([C:11]3[O:12][CH:13]=[CH:14][CH:15]=3)[CH2:6][C:5]=2[N:17]=1.